This data is from the Open Reaction Database (ORD), a public repository of structured organic reaction records. The task is: describe an organic reaction: reactants, conditions, products, and yield The reactants are C(C)(C)(C)C=1C=C(C(=C(C1)C1=CC=C(C=C1)OC(F)(F)F)O)C=O (5-(tert-butyl)-2-hydroxy-4′-(trifluoromethoxy)-[1,1′-biphenyl]-3-carbaldehyde), C(C)(C)(C)C=1C=C(C(=C(C1)C1=CC=C(C=C1)OC(F)(F)F)O)C=O (5-(tert-butyl)-2-hydroxy-4′-(trifluoromethoxy)-[1,1′-biphenyl]-3-carbaldehyde), C1CC2CC1CC2N (exo-2-aminonorbornane). Product: C12C(CC(CC1)C2)NCC2=C(C(=CC(=C2)C(C)(C)C)C2=CC=C(C=C2)OC(F)(F)F)O (3-((Bicyclo[2.2.1]heptan-2-ylamino)methyl)-5-(tert-butyl)-4′-(trifluoromethoxy)-[1,1′-biphenyl]-2-ol). RXN SMILES: [C:1]([C:5]1[CH:6]=[C:7]([CH:23]=O)[C:8]([OH:22])=[C:9]([C:11]2[CH:16]=[CH:15][C:14]([O:17][C:18]([F:21])([F:20])[F:19])=[CH:13][CH:12]=2)[CH:10]=1)([CH3:4])([CH3:3])[CH3:2].[CH2:25]1[CH:29]2[CH2:30][CH:31]([NH2:32])[CH:27]([CH2:28]2)[CH2:26]1>>[CH:27]12[CH2:28][CH:29]([CH2:25][CH2:26]1)[CH2:30][CH:31]2[NH:32][CH2:23][C:7]1[CH:6]=[C:5]([C:1]([CH3:4])([CH3:3])[CH3:2])[CH:10]=[C:9]([C:11]2[CH:16]=[CH:15][C:14]([O:17][C:18]([F:21])([F:19])[F:20])=[CH:13][CH:12]=2)[C:8]=1[OH:22]. Reported procedure: 3-((Bicyclo[2.2.1]heptan-2-ylamino)methyl)-5-(tert-butyl)-4′-(trifluoromethoxy)-[1,1′-biphenyl]-2-ol was prepared as a white solid using the procedure described in Example 5 from 5-(tert-butyl)-2-hydroxy-4′-(trifluoromethoxy)-[1,1′-biphenyl]-3-carbaldehyde (Intermediate 5) and exo-2-aminonorbornane. The reactants are [Li]CCCC, CN(C)C=O, CCOC(C)=O, Cc1ccc(C)c2occc12, C1CCOC1. The product is Cc1ccc(C)c2oc(C=O)cc12. RXN SMILES: [CH2:1]([Li:2])[CH2:3][CH2:4][CH3:5].[CH3:17][N:18]([CH:19]=[O:20])[CH3:21].[CH3:22][CH2:23][O:24][C:25](=[O:26])[CH3:27].[CH3:6][c:7]1[cH:8][cH:9][c:10]([CH3:16])[c:11]2[c:12]1[cH:13][cH:14][o:15]2.[O:28]1[CH2:29][CH2:30][CH2:31][CH2:32]1>>[CH3:6][c:7]1[cH:8][cH:9][c:10]([CH3:16])[c:11]2[c:12]1[cH:13][c:14]([CH:19]=[O:20])[o:15]2. Reactants: CC(C)(C)OC(=O)N1CC=C(c2cc3c(Cl)ncnc3[nH]2)CC1, CCCCO, Cn1ncc2cc(N)ccc21. Product: Cn1ncc2cc(Nc3ncnc4[nH]c(C5=CCN(C(=O)OC(C)(C)C)CC5)cc34)ccc21. As a reaction SMILES: [C:1]([CH3:2])([CH3:3])([CH3:4])[O:5][C:6](=[O:7])[N:8]1[CH2:9][CH2:10][C:11]([c:14]2[cH:15][c:16]3[c:17]([n:18][cH:19][n:20][c:21]3[Cl:22])[nH:23]2)=[CH:12][CH2:13]1.[CH2:35]([OH:36])[CH2:37][CH2:38][CH3:39].[CH3:24][n:25]1[n:26][cH:27][c:28]2[cH:29][c:30]([NH2:34])[cH:31][cH:32][c:33]12>>[C:1]([CH3:2])([CH3:3])([CH3:4])[O:5][C:6](=[O:7])[N:8]1[CH2:9][CH2:10][C:11]([c:14]2[cH:15][c:16]3[c:17]([n:18][cH:19][n:20][c:21]3[NH:34][c:30]3[cH:29][c:28]4[cH:27][n:26][n:25]([CH3:24])[c:33]4[cH:32][cH:31]3)[nH:23]2)=[CH:12][CH2:13]1. Starting materials: CCOCC, CON=C(C#N)C1=CCCNC1, CCCCC, O=C(Cl)Oc1ccccc1. The product is CON=C(C#N)C1=CCCN(C(=O)Oc2ccccc2)C1. As a reaction SMILES: [CH2:28]([O:29][CH2:30][CH3:31])[CH3:32].[CH3:1][O:2][N:3]=[C:4]([C:5]#[N:6])[C:7]1=[CH:12][CH2:11][CH2:10][NH:9][CH2:8]1.[CH3:23][CH2:24][CH2:25][CH2:26][CH3:27].[Cl:13][C:14](=[O:15])[O:16][c:17]1[cH:18][cH:19][cH:20][cH:21][cH:22]1>>[CH3:1][O:2][N:3]=[C:4]([C:5]#[N:6])[C:7]1=[CH:12][CH2:11][CH2:10][N:9]([C:14](=[O:15])[O:16][c:17]2[cH:18][cH:19][cH:20][cH:21][cH:22]2)[CH2:8]1.